This data is from the Open Reaction Database (ORD), a public repository of structured organic reaction records. The task is: describe an organic reaction: reactants, conditions, products, and yield Reactants: COC(=O)NC1CCC(C(=O)O)CC1, CN(C(=O)N(C)C1CNCC1c1ccc(F)cc1)c1cc(Cl)cc(C(F)(F)F)c1, Cl. Yields the product COC(=O)NC1CCC(C(=O)N2CC(c3ccc(F)cc3)C(N(C)C(=O)N(C)c3cc(Cl)cc(C(F)(F)F)c3)C2)CC1. As a reaction SMILES: [CH3:31][O:32][C:33](=[O:34])[NH:35][CH:36]1[CH2:37][CH2:38][CH:39]([C:42](=[O:43])[OH:44])[CH2:40][CH2:41]1.[Cl:2][c:3]1[cH:4][c:5]([N:13]([C:14](=[O:15])[N:16]([CH3:17])[CH:18]2[CH2:19][NH:20][CH2:21][CH:22]2[c:23]2[cH:24][cH:25][c:26]([F:29])[cH:27][cH:28]2)[CH3:30])[cH:6][c:7]([C:9]([F:10])([F:11])[F:12])[cH:8]1.[ClH:1]>>[Cl:2][c:3]1[cH:4][c:5]([N:13]([C:14](=[O:15])[N:16]([CH3:17])[CH:18]2[CH2:19][N:20]([C:42]([CH:39]3[CH2:38][CH2:37][CH:36]([NH:35][C:33]([O:32][CH3:31])=[O:34])[CH2:41][CH2:40]3)=[O:43])[CH2:21][CH:22]2[c:23]2[cH:24][cH:25][c:26]([F:29])[cH:27][cH:28]2)[CH3:30])[cH:6][c:7]([C:9]([F:10])([F:11])[F:12])[cH:8]1. Reactants: C1CCOC1, CN1CCN(c2ccc(N)cc2)CC1, CCn1nc(C)cc1C(=O)Nc1ccc(C(=O)c2ccc3c(c2)C(=CO)C(=O)N3)cc1. The product is CCn1nc(C)cc1C(=O)Nc1ccc(C(=O)c2ccc3c(c2)C(=CNc2ccc(N4CCN(C)CC4)cc2)C(=O)N3)cc1. Reaction SMILES: [CH2:46]1[O:47][CH2:48][CH2:49][CH2:50]1.[CH3:32][N:33]1[CH2:34][CH2:35][N:36]([c:39]2[cH:40][cH:41][c:42]([NH2:45])[cH:43][cH:44]2)[CH2:37][CH2:38]1.[OH:1][CH:2]=[C:3]1[C:4](=[O:31])[NH:5][c:6]2[cH:7][cH:8][c:9]([C:12](=[O:13])[c:14]3[cH:15][cH:16][c:17]([NH:20][C:21](=[O:22])[c:23]4[n:24]([CH2:29][CH3:30])[n:25][c:26]([CH3:28])[cH:27]4)[cH:18][cH:19]3)[cH:10][c:11]21>>[CH:2](=[C:3]1[C:4](=[O:31])[NH:5][c:6]2[cH:7][cH:8][c:9]([C:12](=[O:13])[c:14]3[cH:15][cH:16][c:17]([NH:20][C:21](=[O:22])[c:23]4[n:24]([CH2:29][CH3:30])[n:25][c:26]([CH3:28])[cH:27]4)[cH:18][cH:19]3)[cH:10][c:11]21)[NH:45][c:42]1[cH:41][cH:40][c:39]([N:36]2[CH2:35][CH2:34][N:33]([CH3:32])[CH2:38][CH2:37]2)[cH:44][cH:43]1. Reactants: BrC=1C=C(C(=O)OC)C=C(C1)[N+](=O)[O-] (methyl 3-bromo-5-nitrobenzoate), N1CCOCC1 (morpholine), CC(C)C1=CC(=C(C(=C1)C(C)C)C2=C(C=CC=C2)P(C3CCCCC3)C4CCCCC4)C(C)C (XPhos), P(=O)([O-])([O-])[O-].[K+].[K+].[K+] (tripotassium phosphate). The reagents and catalysts are C=1C=CC(=CC1)/C=C/C(=O)/C=C/C2=CC=CC=C2.C=1C=CC(=CC1)/C=C/C(=O)/C=C/C2=CC=CC=C2.C=1C=CC(=CC1)/C=C/C(=O)/C=C/C2=CC=CC=C2.[Pd].[Pd] (tris(dibenzylideneacetone)dipalladium). Run in C1(=CC=CC=C1)C (toluene). Reaction conditions: temperature 95 celsius, time 8 hour. Yields the product O1CCN(CC1)C=1C=C(C(=O)OC)C=C(C1)[N+](=O)[O-] (methyl 3-morpholino-5-nitrobenzoate). RXN SMILES: Br[C:2]1[CH:3]=[C:4]([CH:9]=[C:10]([N+:12]([O-:14])=[O:13])[CH:11]=1)[C:5]([O:7][CH3:8])=[O:6].[NH:15]1[CH2:20][CH2:19][O:18][CH2:17][CH2:16]1.CC(C1C=C(C(C)C)C(C2C=CC=CC=2P(C2CCCCC2)C2CCCCC2)=C(C(C)C)C=1)C.P([O-])([O-])([O-])=O.[K+].[K+].[K+]>C1C=CC(/C=C/C(/C=C/C2C=CC=CC=2)=O)=CC=1.C1C=CC(/C=C/C(/C=C/C2C=CC=CC=2)=O)=CC=1.C1C=CC(/C=C/C(/C=C/C2C=CC=CC=2)=O)=CC=1.[Pd].[Pd].C1(C)C=CC=CC=1>[O:18]1[CH2:19][CH2:20][N:15]([C:2]2[CH:3]=[C:4]([CH:9]=[C:10]([N+:12]([O-:14])=[O:13])[CH:11]=2)[C:5]([O:7][CH3:8])=[O:6])[CH2:16][CH2:17]1 |f:3.4.5.6,7.8.9.10.11|. Procedure: A mixture of methyl 3-bromo-5-nitrobenzoate (5 g, 19.23 mmol), morpholine (1.76 mL, 20.19 mmol), tris(dibenzylideneacetone)dipalladium (0) (1.32 g, 1.442 mmol), XPhos (1.38 g, 2.88 mmol), tripotassium phosphate (5.71 g, 26.9 mmol), and toluene (38.5 mL) was stirred overnight at 95° C. under nitrogen. Upon completion, the reaction was cooled to 23° C. and filtered over Celite. The filtrate was concd, and the crude material was purified by column chromatography (silica; 0-30% EtOAc in hexanes) to ... Starting materials: CO, COCC(C)Oc1cccc([N+](=O)[O-])c1, [H][H]. Product: COCC(C)Oc1cccc(N)c1. As a reaction SMILES: [CH3:18][OH:19].[CH3:1][O:2][CH2:3][CH:4]([CH3:5])[O:6][c:7]1[cH:8][c:9]([N+:13]([O-:14])=[O:15])[cH:10][cH:11][cH:12]1.[H:16][H:17]>>[CH3:1][O:2][CH2:3][CH:4]([CH3:5])[O:6][c:7]1[cH:8][c:9]([NH2:13])[cH:10][cH:11][cH:12]1. Reactants: Cl.N1CCC(CC1)OC1=CC(=C(C=C1)CC(=O)N1CCC(CC1)N1C(OCC2=C1C=CC=C2)=O)OCC(F)(F)F (1-(1-(4-(4-piperidinyloxy)-2-(2,2,2-trifluoroethoxy)phenylacetyl)piperidin-4-yl)-4H-3,1-benzoxazin-2(1H)-one hydrochloride), C(C)(=O)OC(C)=O (acetic anhydride), CCN(C(C)C)C(C)C (DIEA). Run in C(Cl)Cl (CH2Cl2). Reaction conditions: time 1 hour. Product: C(C)(=O)N1CCC(CC1)OC1=CC(=C(C=C1)CC(=O)N1CCC(CC1)N1C(OCC2=C1C=CC=C2)=O)OCC(F)(F)F (1-(1-(4-(1-acetyl-4-piperidinyloxy)-2-(2,2,2-trifluoroethoxy)-phenyl-acetyl)piperidin-4-yl)-4H-3,1-benzoxazin-2(1H)-one). RXN SMILES: Cl.[NH:2]1[CH2:7][CH2:6][CH:5]([O:8][C:9]2[CH:14]=[CH:13][C:12]([CH2:15][C:16]([N:18]3[CH2:23][CH2:22][CH:21]([N:24]4[C:29]5[CH:30]=[CH:31][CH:32]=[CH:33][C:28]=5[CH2:27][O:26][C:25]4=[O:34])[CH2:20][CH2:19]3)=[O:17])=[C:11]([O:35][CH2:36][C:37]([F:40])([F:39])[F:38])[CH:10]=2)[CH2:4][CH2:3]1.[C:41](OC(=O)C)(=[O:43])[CH3:42].CCN(C(C)C)C(C)C>C(Cl)Cl>[C:41]([N:2]1[CH2:3][CH2:4][CH:5]([O:8][C:9]2[CH:14]=[CH:13][C:12]([CH2:15][C:16]([N:18]3[CH2:23][CH2:22][CH:21]([N:24]4[C:29]5[CH:30]=[CH:31][CH:32]=[CH:33][C:28]=5[CH2:27][O:26][C:25]4=[O:34])[CH2:20][CH2:19]3)=[O:17])=[C:11]([O:35][CH2:36][C:37]([F:40])([F:38])[F:39])[CH:10]=2)[CH2:6][CH2:7]1)(=[O:43])[CH3:42] |f:0.1|. Reported procedure: To a solution of 1-(1-(4-(4-piperidinyloxy)-2-(2,2,2-trifluoroethoxy)phenylacetyl)piperidin-4-yl)-4H-3,1-benzoxazin-2(1H)-one hydrochloride (0.90 g, 1.5 mmol) from Example 2 in CH2Cl2 (50 mL) was added acetic anhydride (0.31 mL, 3.0 mmol) and DIEA (0.52 mL, 3.0 mmol). The solution was stirred at ambient temperature for 1 h and the solvent was removed under reduced pressure. The residue was dissolved in EtOAc (100 mL) and washed with 0.25 M aqueous citric acid (50 mL), H2O (25 mL), and saturated ... Reactants: C(C)(C)(C)C1=CC(=C(C(=O)NCCC2=CC=C(C=C2)F)C=C1)Cl (4-tert-butyl-2-chloro-N-[2-(4-fluoro-phenyl)-ethyl]-benzamide), Cl (HCl), [OH-].[Na+] (NaOH). The solvent is C1CCOC1 (THF), C1CCOC1 (THF). Product: C(C)(C)(C)C1=CC(=C(CNCCC2=CC=C(C=C2)F)C=C1)Cl ((4-tert-butyl-2-chloro-benzyl)-[2-(4-fluoro-phenyl)-ethyl]-amine). Isolated yield 74.7%. As a reaction SMILES: [C:1]([C:5]1[CH:22]=[CH:21][C:8]([C:9]([NH:11][CH2:12][CH2:13][C:14]2[CH:19]=[CH:18][C:17]([F:20])=[CH:16][CH:15]=2)=O)=[C:7]([Cl:23])[CH:6]=1)([CH3:4])([CH3:3])[CH3:2].Cl.[OH-].[Na+]>C1COCC1>[C:1]([C:5]1[CH:22]=[CH:21][C:8]([CH2:9][NH:11][CH2:12][CH2:13][C:14]2[CH:15]=[CH:16][C:17]([F:20])=[CH:18][CH:19]=2)=[C:7]([Cl:23])[CH:6]=1)([CH3:4])([CH3:2])[CH3:3] |f:2.3|. Reported procedure: 1.78 ml (1.78 mmol) of a 1M borane-THF complex solution in THF were added under nitrogen at rt to 198 mg (0.59 mmol) of 4-tert-butyl-2-chloro-N-[2-(4-fluoro-phenyl)-ethyl]-benzamide dissolved in 3 ml THF. The reaction mixture was heated to reflux over night. At rt 5 ml 2N aqueous HCl solution were added and the reaction mixture was heated to reflux for 3 h. The reaction mixture was basified with 7 ml 2N aqueous NaOH solution and extracted twice with diethyl ether. The combined organic layers wer... The reactants are CN(C)c1cccc2c(S(=O)(=O)Cl)cccc12, CC#N, CNCc1cccc(OCCCN(C)CCC(=O)OC(C)(C)C)c1, [Na+], O=C([O-])O, O. Yields the product CN(CCCOc1cccc(CN(C)c2cccc3c(N(C)C)cccc23)c1)CCC(=O)OC(C)(C)C. Reaction SMILES: [CH3:30][N:31]([CH3:32])[c:33]1[cH:34][cH:35][cH:36][c:37]2[c:38]([S:43](=[O:44])(=[O:45])[Cl:46])[cH:39][cH:40][cH:41][c:42]12.[CH3:48][C:49]#[N:50].[CH3:6][N:7]([CH2:8][CH2:9][C:10](=[O:11])[O:12][C:13]([CH3:14])([CH3:15])[CH3:16])[CH2:17][CH2:18][CH2:19][O:20][c:21]1[cH:22][c:23]([CH2:27][NH:28][CH3:29])[cH:24][cH:25][cH:26]1.[Na+:5].[O-:1][C:2]([OH:3])=[O:4].[OH2:47]>>[CH3:6][N:7]([CH2:8][CH2:9][C:10](=[O:11])[O:12][C:13]([CH3:14])([CH3:15])[CH3:16])[CH2:17][CH2:18][CH2:19][O:20][c:21]1[cH:22][c:23]([CH2:27][N:28]([CH3:29])[c:38]2[c:37]3[cH:36][cH:35][cH:34][c:33]([N:31]([CH3:30])[CH3:32])[c:42]3[cH:41][cH:40][cH:39]2)[cH:24][cH:25][cH:26]1.